Dataset: the Open Reaction Database (ORD), a public repository of structured organic reaction records. Task: describe an organic reaction: reactants, conditions, products, and yield Product: ClC1=NC=NC(=C1CC=O)C1=NC=CC=C1 (2-(4-chloro-6-(pyridin-2-yl)pyrimidin-5-yl)acetaldehyde). Starting materials: C(C=C)C=1C(=NC=NC1C1=NC=CC=C1)Cl (5-allyl-4-chloro-6-(pyridin-2-yl)pyrimidine), C[N+]1(CCOCC1)[O-] (N-methyl morpholine N-oxide). As a reaction SMILES: [CH2:1]([C:4]1[C:5]([Cl:16])=[N:6][CH:7]=[N:8][C:9]=1[C:10]1[CH:15]=[CH:14][CH:13]=[CH:12][N:11]=1)[CH:2]=C.C[N+]1([O-])CC[O:21]CC1>O1CCOCC1.[Os](=O)(=O)(=O)=O>[Cl:16][C:5]1[C:4]([CH2:1][CH:2]=[O:21])=[C:9]([C:10]2[CH:15]=[CH:14][CH:13]=[CH:12][N:11]=2)[N:8]=[CH:7][N:6]=1. The yield is 69.4%. The solvent is O1CCOCC1 (dioxane). Reagents/catalysts: [Os](=O)(=O)(=O)=O (osmium tetroxide). Reported procedure: To a stirred solution of 5-allyl-4-chloro-6-(pyridin-2-yl)pyrimidine (1 g) in dry dioxane (10 mL), N-methyl morpholine N-oxide (0.75 g) and osmium tetroxide (0.35 mL, 25% solution in water) were added. The reaction mixture was stirred at room temperature for 2 hours before being quenched by solid sodium bisulphate. The reaction mixture was filtered through celite bed and the celite bed was washed with dioxane (5 mL). The combined filtrate was taken into a 100 mL three necked round bottom flask a... Conditions: time 2 hour. The reactants are COCc1cccnc1Br, O=C([O-])[O-], CNC1CCCCC1NC, CCOC(C)=O, Cc1ccccc1, Cc1n[nH]cc1CN1CCC2(CC1)OCC(F)(F)c1cc(Cl)sc12, [Cu]I, [K+], [K+]. Yields the product COCc1cccnc1-n1cc(CN2CCC3(CC2)OCC(F)(F)c2cc(Cl)sc23)c(C)n1. As a reaction SMILES: [Br:31][c:32]1[n:33][cH:34][cH:35][cH:36][c:37]1[CH2:38][O:39][CH3:40].[C:25](=[O:26])([O-:27])[O-:28].[CH3:41][NH:42][CH:43]1[CH2:44][CH2:45][CH2:46][CH2:47][CH:48]1[NH:49][CH3:50].[CH3:51][CH2:52][O:53][C:54](=[O:55])[CH3:56].[CH3:59][c:60]1[cH:61][cH:62][cH:63][cH:64][cH:65]1.[Cl:1][c:2]1[cH:3][c:4]2[c:5]([s:24]1)[C:6]1([O:7][CH2:8][C:9]2([F:10])[F:11])[CH2:12][CH2:13][N:14]([CH2:17][c:18]2[c:19]([CH3:23])[n:20][nH:21][cH:22]2)[CH2:15][CH2:16]1.[Cu:57][I:58].[K+:29].[K+:30]>>[Cl:1][c:2]1[cH:3][c:4]2[c:5]([s:24]1)[C:6]1([O:7][CH2:8][C:9]2([F:10])[F:11])[CH2:12][CH2:13][N:14]([CH2:17][c:18]2[c:19]([CH3:23])[n:20][n:21](-[c:32]3[n:33][cH:34][cH:35][cH:36][c:37]3[CH2:38][O:39][CH3:40])[cH:22]2)[CH2:15][CH2:16]1. Starting materials: OC(c1ccc(Br)cc1)C(F)(F)F, O=C1NCCC12CCN(S(=O)(=O)c1ccccc1Cl)CC2. The product is O=C1N(c2ccc(C(O)C(F)(F)F)cc2)CCC12CCN(S(=O)(=O)c1ccccc1Cl)CC2. RXN SMILES: [Br:22][c:23]1[cH:24][cH:25][c:26]([CH:29]([C:30]([F:31])([F:32])[F:33])[OH:34])[cH:27][cH:28]1.[Cl:1][c:2]1[c:3]([S:8](=[O:9])(=[O:10])[N:11]2[CH2:12][CH2:13][C:14]3([CH2:15][CH2:16][NH:17][C:18]3=[O:19])[CH2:20][CH2:21]2)[cH:4][cH:5][cH:6][cH:7]1>>[Cl:1][c:2]1[c:3]([S:8](=[O:9])(=[O:10])[N:11]2[CH2:12][CH2:13][C:14]3([CH2:15][CH2:16][N:17]([c:23]4[cH:24][cH:25][c:26]([CH:29]([C:30]([F:31])([F:32])[F:33])[OH:34])[cH:27][cH:28]4)[C:18]3=[O:19])[CH2:20][CH2:21]2)[cH:4][cH:5][cH:6][cH:7]1. Reactants: C1(CC1)C=1C=CC(=NC1OCC1CC1)C(=O)O (5-cyclopropyl-6-cyclopropylmethyloxy-pyridine-2-carboxylic acid), Cl.C(C)OC(C(CC)(CC)N)=O (2-amino-2-ethyl-butanoic acid ethyl ester hydrochloride). The product is COC(C(CC)(CC)NC(=O)C1=NC(=C(C=C1)C1CC1)OCC1CC1)=O (2-[(5-Cyclopropyl-6-cyclopropylmethoxy-pyridine-2-carbonyl)-amino]-2-ethyl-butyric acid methyl ester). RXN SMILES: [CH:1]1([C:4]2[CH:5]=[CH:6][C:7]([C:15]([OH:17])=O)=[N:8][C:9]=2[O:10][CH2:11][CH:12]2[CH2:14][CH2:13]2)[CH2:3][CH2:2]1.Cl.[CH2:19]([O:21][C:22](=[O:29])[C:23]([NH2:28])([CH2:26][CH3:27])[CH2:24][CH3:25])C>>[CH3:19][O:21][C:22](=[O:29])[C:23]([NH:28][C:15]([C:7]1[CH:6]=[CH:5][C:4]([CH:1]2[CH2:2][CH2:3]2)=[C:9]([O:10][CH2:11][CH:12]2[CH2:13][CH2:14]2)[N:8]=1)=[O:17])([CH2:26][CH3:27])[CH2:24][CH3:25] |f:1.2|. Reported procedure: The title compound was synthesized in analogy to Example 1, using 5-cyclopropyl-6-cyclopropylmethyloxy-pyridine-2-carboxylic acid (Example 42a) and 2-amino-2-ethyl-butanoic acid ethyl ester hydrochloride (1:1) (CAN 70974-26-4) as starting materials, LC-MS (UV peak area/ESI) 100%, 361.2120 (M+H)+. The reactants are OC[C@H](O)[C@@H](O)[C@H](O)[C@H](O)CO (sorbitol), [N+](=O)([O-])C1=CC=CC=C1 (nitrobenzene), C(C)C1=CC=C(C=O)C=C1 (p-ethylbenzaldehyde), C(CCCCCCCCCCC)C1=C(C=CC=C1)S(=O)(=O)O (dodecylbenzenesulfonic acid). The solvent is CN(C=O)C (N,N-dimethlformamide). The product is C(C)C1=CC=C(C=C([C@H]([C@H]([C@@H]([C@H](C(O)=CC2=CC=C(C=C2)CC)O)O)O)O)O)C=C1 (di-(p-ethylbenzylidene)sorbitol). Isolated yield 96.0%. RXN SMILES: [OH:1][CH2:2][C@@H:3]([C@H:5]([C@@H:7]([C@@H:9]([CH2:11][OH:12])[OH:10])[OH:8])[OH:6])[OH:4].[CH2:13]([C:15]1[CH:22]=[CH:21][C:18]([CH:19]=O)=[CH:17][CH:16]=1)[CH3:14].[CH2:23]([C:35]1[CH:40]=[CH:39][CH:38]=[CH:37][C:36]=1S(O)(=O)=O)[CH2:24]CCCCCCCCCC.[N+]([C:48]1C=CC=CC=1)([O-])=O>CN(C)C=O>[CH2:13]([C:15]1[CH:22]=[CH:21][C:18]([CH:19]=[C:2]([OH:1])[C@@H:3]([OH:4])[C@@H:5]([OH:6])[C@H:7]([OH:8])[C@@H:9]([OH:10])[C:11](=[CH:48][C:38]2[CH:37]=[CH:36][C:35]([CH2:23][CH3:24])=[CH:40][CH:39]=2)[OH:12])=[CH:17][CH:16]=1)[CH3:14]. Procedure: A semisolid reaction mixture is obtained in the same manner as in Example 8 with the exception of using 26.8 g of sorbitol, 39.3 g of p-ethylbenzaldehyde, 1.2 g of dodecylbenzenesulfonic acid, 5.0 ml of N,N-dimethlformamide and 80 ml of nitrobenzene. The mixture is thereafter similarly treated to give di-(p-ethylbenzylidene)sorbitol in a yield of 96% with a purity of 95%. The reaction time is 2.5 hours.